From a dataset of the Open Reaction Database (ORD), a public repository of structured organic reaction records. describe an organic reaction: reactants, conditions, products, and yield Reactants: CC(C)CCNc1nc(-c2ccccc2)cs1, CN(C)C=O, COC(=O)CCc1ccc(OCc2ccc(CCl)cc2)cc1, Cl, [H-], [Na+], O. The product is COC(=O)CCc1ccc(OCc2ccc(CN(CCC(C)C)c3nc(-c4ccccc4)cs3)cc2)cc1. Reaction SMILES: [CH3:1][CH:2]([CH2:3][CH2:4][NH:5][c:6]1[s:7][cH:8][c:9](-[c:11]2[cH:12][cH:13][cH:14][cH:15][cH:16]2)[n:10]1)[CH3:17].[CH3:44][N:45]([CH3:46])[CH:47]=[O:48].[Cl:20][CH2:21][c:22]1[cH:23][cH:24][c:25]([CH2:26][O:27][c:28]2[cH:29][cH:30][c:31]([CH2:34][CH2:35][C:36](=[O:37])[O:38][CH3:39])[cH:32][cH:33]2)[cH:40][cH:41]1.[ClH:42].[H-:18].[Na+:19].[OH2:43]>>[CH3:1][CH:2]([CH2:3][CH2:4][N:5]([c:6]1[s:7][cH:8][c:9](-[c:11]2[cH:12][cH:13][cH:14][cH:15][cH:16]2)[n:10]1)[CH2:21][c:22]1[cH:23][cH:24][c:25]([CH2:26][O:27][c:28]2[cH:29][cH:30][c:31]([CH2:34][CH2:35][C:36](=[O:37])[O:38][CH3:39])[cH:32][cH:33]2)[cH:40][cH:41]1)[CH3:17]. The reactants are C1CCOC1, Cc1ccccc1, COc1ccc(-n2nc(COS(C)(=O)=O)cc2-c2ccc(Cl)c(Cl)c2)cc1, [I-], [Na+]. The product is COc1ccc(-n2nc(CI)cc2-c2ccc(Cl)c(Cl)c2)cc1. RXN SMILES: [CH2:30]1[O:31][CH2:32][CH2:33][CH2:34]1.[CH3:35][c:36]1[cH:37][cH:38][cH:39][cH:40][cH:41]1.[Cl:3][c:4]1[cH:5][c:6](-[c:11]2[cH:12][c:13]([CH2:24][O:25][S:26]([CH3:27])(=[O:28])=[O:29])[n:14][n:15]2-[c:16]2[cH:17][cH:18][c:19]([O:22][CH3:23])[cH:20][cH:21]2)[cH:7][cH:8][c:9]1[Cl:10].[I-:2].[Na+:1]>>[I:2][CH2:24][c:13]1[cH:12][c:11](-[c:6]2[cH:5][c:4]([Cl:3])[c:9]([Cl:10])[cH:8][cH:7]2)[n:15](-[c:16]2[cH:17][cH:18][c:19]([O:22][CH3:23])[cH:20][cH:21]2)[n:14]1. The reactants are COc1cc2c(Oc3ccc4[nH]c(C)cc4c3)ncnc2cc1OCCN1CCN(C(=O)OC(C)(C)C)CC1, ClCCl, O=C(O)C(F)(F)F. Yields the product COc1cc2c(Oc3ccc4[nH]c(C)cc4c3)ncnc2cc1OCCN1CCNCC1. Reaction SMILES: [C:8]([O:9][C:10](=[O:11])[N:15]1[CH2:16][CH2:17][N:18]([CH2:21][CH2:22][O:23][c:24]2[c:25]([O:45][CH3:46])[cH:26][c:27]3[c:28]([O:34][c:35]4[cH:36][c:37]5[cH:38][c:39]([CH3:44])[nH:40][c:41]5[cH:42][cH:43]4)[n:29][cH:30][n:31][c:32]3[cH:33]2)[CH2:19][CH2:20]1)([CH3:12])([CH3:13])[CH3:14].[Cl:47][CH2:48][Cl:49].[F:1][C:2]([F:3])([F:4])[C:5]([OH:6])=[O:7]>>[NH:15]1[CH2:16][CH2:17][N:18]([CH2:21][CH2:22][O:23][c:24]2[c:25]([O:45][CH3:46])[cH:26][c:27]3[c:28]([O:34][c:35]4[cH:36][c:37]5[cH:38][c:39]([CH3:44])[nH:40][c:41]5[cH:42][cH:43]4)[n:29][cH:30][n:31][c:32]3[cH:33]2)[CH2:19][CH2:20]1. The reactants are C1(=C(C(=C(C(=C1F)F)F)N)F)N.Cl.Cl (dihydrochloride), P(=O)(OC(C)(C)C)(OC(C)(C)C)OC[C@@H]1N(CCC1)CCCOC1=C(C=C2C(=NC=NC2=C1)NC=1SC(=CN1)CC(=O)NC1=C(C(=CC=C1)F)F)OC (Di(tert-butyl) ((2R)-1-(3-((4-((5-(2-((2,3-difluorophenyl)amino)-2-oxoethyl)-1,3-thiazol-2-yl)amino)-6-methoxyquinazolin-7-yl)oxy)propyl)pyrrolidin-2-yl)methyl phosphate), Cl (hydrochloric acid). Run in O1CCOCC1 (1,4-dioxane), O1CCOCC1 (1,4-dioxane). Yields the product P(=O)(OC[C@@H]1N(CCC1)CCCOC1=C(C=C2C(=NC=NC2=C1)NC=1SC(=CN1)CC(=O)NC1=C(C(=CC=C1)F)F)OC)(O)O (1—((2R)-1-(3-((4-((5-(2-((2,3-difluorophenyl)amino)-2-oxoethyl)-1,3-thiazol-2-yl)amino)-6-methoxyquinazolin-7-yl)oxy)propyl)pyrrolidin-2-yl)methyl dihydrogen phosphate). The yield is 84.4%. RXN SMILES: [P:1]([O:13][CH2:14][C@H:15]1[CH2:19][CH2:18][CH2:17][N:16]1[CH2:20][CH2:21][CH2:22][O:23][C:24]1[CH:33]=[C:32]2[C:27]([C:28]([NH:34][C:35]3[S:36][C:37]([CH2:40][C:41]([NH:43][C:44]4[CH:49]=[CH:48][CH:47]=[C:46]([F:50])[C:45]=4[F:51])=[O:42])=[CH:38][N:39]=3)=[N:29][CH:30]=[N:31]2)=[CH:26][C:25]=1[O:52][CH3:53])([O:8]C(C)(C)C)([O:3]C(C)(C)C)=[O:2].Cl.C1(N)C(F)=C(F)C(F)=C(N)C=1F.Cl.Cl>O1CCOCC1>[P:1]([OH:3])([OH:8])([O:13][CH2:14][C@H:15]1[CH2:19][CH2:18][CH2:17][N:16]1[CH2:20][CH2:21][CH2:22][O:23][C:24]1[CH:33]=[C:32]2[C:27]([C:28]([NH:34][C:35]3[S:36][C:37]([CH2:40][C:41]([NH:43][C:44]4[CH:49]=[CH:48][CH:47]=[C:46]([F:50])[C:45]=4[F:51])=[O:42])=[CH:38][N:39]=3)=[N:29][CH:30]=[N:31]2)=[CH:26][C:25]=1[O:52][CH3:53])=[O:2] |f:2.3.4|. Procedure details: Di(tert-butyl) ((2R)-1-(3-((4-((5-(2-((2,3-difluorophenyl)amino)-2-oxoethyl)-1,3-thiazol-2-yl)amino)-6-methoxyquinazolin-7-yl)oxy)propyl)pyrrolidin-2-yl)methyl phosphate (230 mg, 0.296 mmol) in 1,4-dioxane (15 ml) was treated with 4.0 N hydrochloric acid in 1,4-dioxane (0.9 ml, 3.43 mmol) at 20° C. for 18 hours. The solid product was collected by suction filtration, washed with i) 1,4-dioxane (50 ml), ii) acetonitrile (50 ml) and iii) diethyl ether (50 ml) and then dried in vacuo to yield the ti... Reactants: Nc1cc(Cl)c(OC(F)(F)C(F)C(F)(F)F)c(Cl)c1F, ClCCCl, CC(Cl)Cl, O=C=NC(=O)c1c(F)cccc1F. Yields the product O=C(NC(=O)c1c(F)cccc1F)Nc1cc(Cl)c(OC(F)(F)C(F)C(F)(F)F)c(Cl)c1F. Reaction SMILES: [Cl:1][c:2]1[c:3]([F:20])[c:4]([NH2:5])[cH:6][c:7]([Cl:19])[c:8]1[O:9][C:10]([CH:11]([C:12]([F:13])([F:14])[F:15])[F:16])([F:17])[F:18].[Cl:34][CH2:35][CH2:36][Cl:37].[Cl:38][CH:39]([Cl:40])[CH3:41].[F:21][c:22]1[c:23]([C:24](=[O:25])[N:26]=[C:27]=[O:28])[c:29]([F:33])[cH:30][cH:31][cH:32]1>>[Cl:1][c:2]1[c:3]([F:20])[c:4]([NH:5][C:27]([NH:26][C:24]([c:23]2[c:22]([F:21])[cH:32][cH:31][cH:30][c:29]2[F:33])=[O:25])=[O:28])[cH:6][c:7]([Cl:19])[c:8]1[O:9][C:10]([CH:11]([C:12]([F:13])([F:14])[F:15])[F:16])([F:17])[F:18]. Reactants: CCCCN=C=O, CN(C)c1ccncc1, CCCC1OC2CC3C4CCC5=CC(=O)C=CC5(C)C4C(O)CC3(C)C2(C(=O)CO)O1, ClCCl, O. Product: CCCCNC(=O)[O-], CCCC1OC2CC3C4CCC5=CC(=O)C=CC5(C)C4C(O)CC3(C)C2(C(=O)CO)O1. RXN SMILES: [CH2:32]([CH2:33][CH2:34][CH3:35])[N:36]=[C:37]=[O:38].[CH3:43][N:44]([c:45]1[cH:46][cH:47][n:48][cH:49][cH:50]1)[CH3:51].[CH:1]12[CH2:2][CH2:3][C:4]3=[CH:5][C:6](=[O:7])[CH:8]=[CH:9][C:10]3([CH3:11])[CH:12]1[CH:13]([OH:14])[CH2:15][C:16]1([CH3:17])[CH:18]2[CH2:19][CH:20]2[O:21][CH:22]([CH2:23][CH2:24][CH3:25])[O:26][C:27]12[C:28](=[O:29])[CH2:30][OH:31].[Cl:40][CH2:41][Cl:42].[OH2:39]>>[CH2:32]([CH2:33][CH2:34][CH3:35])[NH:36][C:37](=[O:38])[O-:39].[CH:1]12[CH2:2][CH2:3][C:4]3=[CH:5][C:6](=[O:7])[CH:8]=[CH:9][C:10]3([CH3:11])[CH:12]1[CH:13]([OH:14])[CH2:15][C:16]1([CH3:17])[CH:18]2[CH2:19][CH:20]2[O:21][CH:22]([CH2:23][CH2:24][CH3:25])[O:26][C:27]12[C:28](=[O:29])[CH2:30][OH:31]. The reactants are CS(=O)(=O)c1ccc(CBr)cc1, COC(=O)Cc1c(C)[nH]c2nccc(Cl)c12, [H-], [Na+], CN(C)C=O, O. Product: COC(=O)Cc1c(C)n(Cc2ccc(S(C)(=O)=O)cc2)c2nccc(Cl)c12. Reaction SMILES: [CH3:19][S:20](=[O:21])(=[O:22])[c:23]1[cH:24][cH:25][c:26]([CH2:27][Br:28])[cH:29][cH:30]1.[CH3:1][O:2][C:3]([CH2:4][c:5]1[c:6]([CH3:15])[nH:7][c:8]2[n:9][cH:10][cH:11][c:12]([Cl:14])[c:13]12)=[O:16].[H-:17].[Na+:18].[O:31]=[CH:32][N:33]([CH3:34])[CH3:35].[OH2:36]>>[CH3:1][O:2][C:3]([CH2:4][c:5]1[c:6]([CH3:15])[n:7]([CH2:27][c:26]2[cH:25][cH:24][c:23]([S:20]([CH3:19])(=[O:21])=[O:22])[cH:30][cH:29]2)[c:8]2[n:9][cH:10][cH:11][c:12]([Cl:14])[c:13]12)=[O:16]. The reactants are C1(CCCCC1)CCC[C@H](CC(=O)OC(C)(C)C)C1=NC(=NO1)C (tert-Butyl (3R)-6-cyclohexyl-3-(3-methyl-1,2,4-oxadiazol-5-yl)hexanoate), FC(C(=O)O)(F)F (trifluoroacetic acid). Reaction conditions: time 45 minute. The product is C1(CCCCC1)CCC[C@H](CC(=O)O)C1=NC(=NO1)C ((3R)-6-Cyclohexyl-3-(3-methyl-1,2,4-oxadiazol-5-yl)hexanoic acid). Yield: 63.4%. RXN SMILES: [CH:1]1([CH2:7][CH2:8][CH2:9][C@@H:10]([C:19]2[O:23][N:22]=[C:21]([CH3:24])[N:20]=2)[CH2:11][C:12]([O:14]C(C)(C)C)=[O:13])[CH2:6][CH2:5][CH2:4][CH2:3][CH2:2]1.FC(F)(F)C(O)=O>>[CH:1]1([CH2:7][CH2:8][CH2:9][C@@H:10]([C:19]2[O:23][N:22]=[C:21]([CH3:24])[N:20]=2)[CH2:11][C:12]([OH:14])=[O:13])[CH2:6][CH2:5][CH2:4][CH2:3][CH2:2]1. Procedure: tert-Butyl (3R)-6-cyclohexyl-3-(3-methyl-1,2,4-oxadiazol-5-yl)hexanoate (Preparation 44) (350 mg, 1.04 mmol) was treated with trifluoroacetic acid (3 ml) and the resulting mixture was stirred at room temperature under a nitrogen atmosphere for 45 minutes. The solvent was removed under reduced pressure and the residue azeotroped from toluene then dichioromethane to afford the title compound (185 mg). Starting materials: [OH-].[Na+] (NaOH), O (water), ClC1=CC=C(CCNC(=O)C2=CC=C(OC3=C(C=C(C=C3)CC(=O)OC)F)C=C2)C=C1 (Methyl 2-(4-(4-((4-chlorophenethyl)carbamoyl)phenoxy)-3-fluorophenyl)acetate). The solvent is C(C)(=O)OCC (ethyl acetate), Cl (HCl), O1CCOCC1 (dioxane). Reaction conditions: time 3 hour. Yields the product ClC1=CC=C(CCNC(=O)C2=CC=C(OC3=C(C=C(C=C3)CC(=O)O)F)C=C2)C=C1 (2-(4-(4-((4-chlorophenethyl)carbamoyl)phenoxy)-3-fluorophenyl)acetic acid). The yield is 48.7%. As a reaction SMILES: [Cl:1][C:2]1[CH:31]=[CH:30][C:5]([CH2:6][CH2:7][NH:8][C:9]([C:11]2[CH:29]=[CH:28][C:14]([O:15][C:16]3[CH:21]=[CH:20][C:19]([CH2:22][C:23]([O:25]C)=[O:24])=[CH:18][C:17]=3[F:27])=[CH:13][CH:12]=2)=[O:10])=[CH:4][CH:3]=1.[OH-].[Na+].O>O1CCOCC1.C(OCC)(=O)C.Cl>[Cl:1][C:2]1[CH:3]=[CH:4][C:5]([CH2:6][CH2:7][NH:8][C:9]([C:11]2[CH:12]=[CH:13][C:14]([O:15][C:16]3[CH:21]=[CH:20][C:19]([CH2:22][C:23]([OH:25])=[O:24])=[CH:18][C:17]=3[F:27])=[CH:28][CH:29]=2)=[O:10])=[CH:30][CH:31]=1 |f:1.2|. Reported procedure: Methyl 2-(4-(4-((4-chlorophenethyl)carbamoyl)phenoxy)-3-fluorophenyl)acetate (32 mg, 0.072 mmol) was diluted with dioxane (1 mL) followed by the addition of NaOH (0.072 ml, 0.36 mmol) and 200 μL of water. After stirring for 3 hours, the reaction was diluted with ethyl acetate and 2N HCl. The organic layer was dried over MgSO4, filtered and concentrated to yield 2-(4-(4-((4-chlorophenethyl)carbamoyl)phenoxy)-3-fluorophenyl)acetic acid (15 mg, 48% yield) as a white solid. 1H NMR (400 MHz, CD3Cl3, ... Starting materials: C(C1=CC=CC=C1)OC1=C(C(=C(C(=C1C)C)C1CC(=C(C(C1)=O)C(CCC)=NOCC)O)C)C (5-(4-benzyloxy-2,3,5,6-tetramethylphenyl)-2-[1-(ethoxyimino)butyl]-3-hydroxycyclohex-2-en-1-one). Reagents/catalysts: [Pd] (Palladium on activated carbon), Cl (hydrochloric acid). The solvent is C(C)(=O)OCC (ethyl acetate). Run at time 2 hour. Yields the product C(C)ON=C(CCC)C=1C(CC(CC1O)C1=C(C(=C(C(=C1C)C)O)C)C)=O (2-[1-(ethoxyimino)butyl]-3-hydroxy-5-(4-hydroxy-2,3,5,6-tetramethylphenyl)cyclohex-2-en-1-one). Yield: 30.3%. As a reaction SMILES: C([O:8][C:9]1[C:14]([CH3:15])=[C:13]([CH3:16])[C:12]([CH:17]2[CH2:22][C:21](=[O:23])[C:20]([C:24](=[N:28][O:29][CH2:30][CH3:31])[CH2:25][CH2:26][CH3:27])=[C:19]([OH:32])[CH2:18]2)=[C:11]([CH3:33])[C:10]=1[CH3:34])C1C=CC=CC=1>[Pd].Cl.C(OCC)(=O)C>[CH2:30]([O:29][N:28]=[C:24]([C:20]1[C:19](=[O:32])[CH2:18][CH:17]([C:12]2[C:13]([CH3:16])=[C:14]([CH3:15])[C:9]([OH:8])=[C:10]([CH3:34])[C:11]=2[CH3:33])[CH2:22][C:21]=1[OH:23])[CH2:25][CH2:26][CH3:27])[CH3:31]. Reported procedure: Palladium on activated carbon (0.14 g), followed by concentrated hydrochloric acid (2 drops), were added to a solution of 5-(4-benzyloxy-2,3,5,6-tetramethylphenyl)-2-[1-(ethoxyimino)butyl]-3-hydroxycyclohex-2-en-1-one (see Example 37) (1.40 g; 3.0 mmole) in ethyl acetate (50 ml). The mixture was hydrogenated at atmospheric pressure for 2 hours, then filtered, washed with water and dried over anhydrous sodium sulfate. Evaporation of the solvent gave an oily residue, which was purified by column c...